From a dataset of the Open Reaction Database (ORD), a public repository of structured organic reaction records. describe an organic reaction: reactants, conditions, products, and yield Starting materials: C(#N)C=1C=C(C=CC(=O)O)C=CC1 (3-cyano-cinnamic acid). The reagents and catalysts are [Pd] (palladium on charcoal). Run in O (water), [OH-].[Na+] (sodium hydroxide). Yields the product C(#N)C=1C=C(C=CC1)CCC(=O)O (3-(3-Cyanophenyl)propanoic acid). Reaction SMILES: [C:1]([C:3]1[CH:4]=[C:5]([CH:11]=[CH:12][CH:13]=1)[CH:6]=[CH:7][C:8]([OH:10])=[O:9])#[N:2]>O.[OH-].[Na+].[Pd]>[C:1]([C:3]1[CH:4]=[C:5]([CH2:6][CH2:7][C:8]([OH:10])=[O:9])[CH:11]=[CH:12][CH:13]=1)#[N:2] |f:2.3|. Procedure: A solution of 3-cyano-cinnamic acid (11.5 g) in water (200 ml) and 2M sodium hydroxide solution (35 ml) was hydrogenated at 60 psi over 10% palladium on charcoal for 1.5 hours. The catalyst was filtered off and the filtrate was acidified with 2M hydrochloric acid to precipitate the product as a white solid, m.p. 103° C. Starting materials: C1(=CC=CC=C1)[C@@H](C)N ((R)-(+)-1-phenylethylamine), OC1=CC=C(C=O)C=C1 (p-hydroxybenzaldehyde). Run in C(C)O (ethyl alcohol). Product: OC1=CC=C(C=NC(C)C2=CC=CC=C2)C=C1 ((-)-N-(p-hydroxybenzylidene)-1-phenylethylamine). Yield: 70.4%. Reaction SMILES: [C:1]1([C@H:7]([NH2:9])[CH3:8])[CH:6]=[CH:5][CH:4]=[CH:3][CH:2]=1.[OH:10][C:11]1[CH:18]=[CH:17][C:14]([CH:15]=O)=[CH:13][CH:12]=1>C(O)C>[OH:10][C:11]1[CH:18]=[CH:17][C:14]([CH:15]=[N:9][CH:7]([C:1]2[CH:6]=[CH:5][CH:4]=[CH:3][CH:2]=2)[CH3:8])=[CH:13][CH:12]=1. Reported procedure: 9.96 g (0.082 mole) of (R)-(+)-1-phenylethylamine and 10.54 g (0.086 mole) of p-hydroxybenzaldehyde were dissolved in 140 ml of ethyl alcohol, and the resulting solution was stirred under reflux for 2 hours. The reaction mixture was cooled to room temperature, and the crystalline material thus formed was separated by filtration to give 13.0 g of (-)-N-(p-hydroxybenzylidene)-1-phenylethylamine. Yield: 70.4%. The reactants are ClC=1C=C(C(=O)OC)C=C(N1)Cl (Methyl 2,6-dichloroisonicotinate), C[S-].[Na+] (Sodium thiomethoxide). Solvent: CN(C)C=O (DMF), CCOC(=O)C (EtOAc). Conditions: time 4 hour. Product: ClC=1C=C(C(=O)OC)C=C(N1)SC (Methyl 2-chloro-6-(methylthio)isonicotinate). Isolated yield 93.1%. Reaction SMILES: [Cl:1][C:2]1[CH:3]=[C:4]([CH:9]=[C:10](Cl)[N:11]=1)[C:5]([O:7][CH3:8])=[O:6].[CH3:13][S-:14].[Na+]>CN(C=O)C.CCOC(C)=O>[Cl:1][C:2]1[CH:3]=[C:4]([CH:9]=[C:10]([S:14][CH3:13])[N:11]=1)[C:5]([O:7][CH3:8])=[O:6] |f:1.2|. Procedure: Methyl 2,6-dichloroisonicotinate (300 mg, 1.45 mmol) was dissolved in anhydrous DMF. Sodium thiomethoxide (102 mg, 1.45 mmol) was added and the mixture was stirred at room temperature for 4 h. The mixture was diluted with EtOAc and washed with water (×3), brine (×1) and dried over sodium sulfate and concentrated in vacuo to afford title compound (294 mg). Starting materials: C(C)OC(=O)CC(=O)N1NCCCC1C(=O)OC(C)(C)C (tert.butyl 2-(2-ethoxycarbonylacetyl)hexahydropyridazine-3-carboxylate). Run in C(C)(=O)O (acetic acid). Product: O=C1CC(N2N1CCCC2C(=O)OC(C)(C)C)=O (tert.butyl hexahydro-1,3-dioxo-1H-pyrazolo[1,2-a]pyridazine-5-carboxylate). Isolated yield 66.0%. Reaction SMILES: C([O:3][C:4]([CH2:6][C:7]([N:9]1[CH:14]([C:15]([O:17][C:18]([CH3:21])([CH3:20])[CH3:19])=[O:16])[CH2:13][CH2:12][CH2:11][NH:10]1)=[O:8])=O)C>C(O)(=O)C>[O:3]=[C:4]1[N:10]2[CH2:11][CH2:12][CH2:13][CH:14]([C:15]([O:17][C:18]([CH3:21])([CH3:20])[CH3:19])=[O:16])[N:9]2[C:7](=[O:8])[CH2:6]1. Procedure: A solution of 16.9 g of tert.butyl 2-(2-ethoxycarbonylacetyl)hexahydropyridazine-3-carboxylate in 350ml of glacial acetic acid was heated at 100° C. for 1.5 hours. Evaporation gave an oil which was chromatographed on silica gel to yield 9.45 g (66%)of tert.butyl hexahydro-1,3-dioxo-1H-pyrazolo[1,2-a]pyridazine-5-carboxylate in the form of a pale yellow solid having a melting point of 121°-122° C. (from chloroform/hexane). The reactants are Fc1ccc(Br)nc1, ClCCl, [Li]CCCC, CC(=O)c1c(CCN(C)C)sc2ccccc12, CCCCCC. The product is CN(C)CCc1sc2ccccc2c1C(C)(O)c1ccc(F)cn1. RXN SMILES: [Br:1][c:2]1[n:3][cH:4][c:5]([F:8])[cH:6][cH:7]1.[CH2:31]([Cl:32])[Cl:33].[CH2:9]([Li:10])[CH2:11][CH2:12][CH3:13].[CH3:14][N:15]([CH2:16][CH2:17][c:18]1[c:19]([C:27]([CH3:28])=[O:29])[c:20]2[c:21]([s:22]1)[cH:23][cH:24][cH:25][cH:26]2)[CH3:30].[CH3:34][CH2:35][CH2:36][CH2:37][CH2:38][CH3:39]>>[c:2]1([C:27]([c:19]2[c:18]([CH2:17][CH2:16][N:15]([CH3:14])[CH3:30])[s:22][c:21]3[c:20]2[cH:26][cH:25][cH:24][cH:23]3)([CH3:28])[OH:29])[n:3][cH:4][c:5]([F:8])[cH:6][cH:7]1. The reactants are CSC=1SC(C(N1)=O)=CC=1C=C2C=NC=NC2=CC1 (2-methylsulfanyl-5-quinazolin-6-ylmethylene-thiazol-4-one), FC1=CC(=C(N)C=C1)OC (4-fluoro-2-methoxy-aniline), CCN(C(C)C)C(C)C (DIEA). Product: FC1=CC(=C(C=C1)NC=1S\C(\C(N1)=O)=C/C=1C=C2C=NC=NC2=CC1)OC (2-(4-fluoro-2-methoxy-phenylamino)-5-[1-quinazolin-6-yl-meth-(Z)-ylidene]-thiazol-4-one). As a reaction SMILES: CS[C:3]1[S:4][C:5](=[CH:9][C:10]2[CH:11]=[C:12]3[C:17](=[CH:18][CH:19]=2)[N:16]=[CH:15][N:14]=[CH:13]3)[C:6](=[O:8])[N:7]=1.[F:20][C:21]1[CH:27]=[CH:26][C:24]([NH2:25])=[C:23]([O:28][CH3:29])[CH:22]=1.CCN(C(C)C)C(C)C>>[F:20][C:21]1[CH:27]=[CH:26][C:24]([NH:25][C:3]2[S:4]/[C:5](=[CH:9]\[C:10]3[CH:11]=[C:12]4[C:17](=[CH:18][CH:19]=3)[N:16]=[CH:15][N:14]=[CH:13]4)/[C:6](=[O:8])[N:7]=2)=[C:23]([O:28][CH3:29])[CH:22]=1. Procedure: Similar procedure as described in example 1d was used, starting from 2-methylsulfanyl-5-quinazolin-6-ylmethylene-thiazol-4-one, 4-fluoro-2-methoxy-aniline and DIEA to give 2-(4-fluoro-2-methoxy-phenylamino)-5-[1-quinazolin-6-yl-meth-(Z)-ylidene]-thiazol-4-one: LC-MS m/e observed. LC-MS m/e 381 (MH+). Solvent: CO (methanol). RXN SMILES: NCC(N)CC1C=CC(N)=CC=1.O.[C:14]([O-:17])(=[O:16])[CH3:15].[La+3:18].[C:19]([O-:22])(=[O:21])[CH3:20].[C:23]([O-:26])(=[O:25])[CH3:24]>CO>[C:14]([O-:17])(=[O:16])[CH3:15].[La+3:18].[C:19]([O-:22])(=[O:21])[CH3:20].[C:23]([O-:26])(=[O:25])[CH3:24] |f:1.2.3.4.5,7.8.9.10|. Reactants: NCC(CC1=CC=C(C=C1)N)N (1,2-diamino-3-(4-aminophenyl)propane), O.C(C)(=O)[O-].[La+3].C(C)(=O)[O-].C(C)(=O)[O-] (lanthanum(III) acetate hydrate), dicarbonyl dipyridine, resultant mixture. The product is C(C)(=O)[O-].[La+3].C(C)(=O)[O-].C(C)(=O)[O-] (Lanthanum(III) Acetate). Procedure details: The 1,2-diamino-3-(4-aminophenyl)propane (1.0 mmol), is added dropwise, with stirring, to a reaction vessel containing lanthanum(III) acetate hydrate (0.343 g, 1.0 mmol) in 50 mL of anhydrous methanol. The resultant mixture is stirred at room temperature for 15 min; the dicarbonyl dipyridine-three-quarter-cycle (0.354 g, 1.0 mmol) is then added and the mixture is heated under reflux conditions for 14 hours. The orange colored solution thereby produced is filtered to remove any unreacted lanthanu... Reactants: CC1(C#N)CCN(C(=O)OC(C)(C)C)C1, CO, Cl. Yields the product CC1(C#N)CCNC1, Cl. RXN SMILES: [C:1](#[N:2])[C:3]1([CH3:15])[CH2:4][N:5]([C:8]([O:9][C:10]([CH3:11])([CH3:12])[CH3:13])=[O:14])[CH2:6][CH2:7]1.[CH3:17][OH:18].[ClH:16]>>[C:1](#[N:2])[C:3]1([CH3:15])[CH2:4][NH:5][CH2:6][CH2:7]1.[ClH:16].